Dataset: the Open Reaction Database (ORD), a public repository of structured organic reaction records. Task: describe an organic reaction: reactants, conditions, products, and yield Reactants: Cc1cc(COc2ccc(C(O)C(CN3CCN(C(=O)OC(C)(C)C)CC3)C(=O)NO)cc2)c2ccccc2n1, ClCCl, O=C(O)C(F)(F)F. Yields the product Cc1cc(COc2ccc(C(O)C(CN3CCNCC3)C(=O)NO)cc2)c2ccccc2n1. As a reaction SMILES: [C:1]([O:2][C:3](=[O:4])[N:8]1[CH2:9][CH2:10][N:11]([CH2:14][CH:15]([CH:16]([c:17]2[cH:18][cH:19][c:20]([O:23][CH2:24][c:25]3[cH:26][c:27]([CH3:35])[n:28][c:29]4[cH:30][cH:31][cH:32][cH:33][c:34]34)[cH:21][cH:22]2)[OH:36])[C:37]([NH:38][OH:39])=[O:40])[CH2:12][CH2:13]1)([CH3:5])([CH3:6])[CH3:7].[CH2:48]([Cl:49])[Cl:50].[F:41][C:42]([F:43])([F:44])[C:45]([OH:46])=[O:47]>>[NH:8]1[CH2:9][CH2:10][N:11]([CH2:14][CH:15]([CH:16]([c:17]2[cH:18][cH:19][c:20]([O:23][CH2:24][c:25]3[cH:26][c:27]([CH3:35])[n:28][c:29]4[cH:30][cH:31][cH:32][cH:33][c:34]34)[cH:21][cH:22]2)[OH:36])[C:37]([NH:38][OH:39])=[O:40])[CH2:12][CH2:13]1.